This data is from the Open Reaction Database (ORD), a public repository of structured organic reaction records. The task is: describe an organic reaction: reactants, conditions, products, and yield Starting materials: C(O)([O-])=O.[Na+] (sodium hydrogen carbonate), C1(=CC=CC=C1)S(=O)(=O)CC(C1=CC(=C(C=C1)Br)C)=O ((4-bromo-3-methylbenzoyl)methyl phenyl sulphone), FC(C(=O)O)(F)F (trifluoroacetic acid), C(CN)N (ethylenediamine), FC(C(=O)OC(C(F)(F)F)=O)(F)F (trifluoroacetic anhydride), [OH-].[K+] (potassium hydroxide). Solvent: O (water), ClCCl (dichloromethane), C(C)O (ethanol), ClCCl (dichloromethane). Conditions: time 30 minute. Product: BrC1=C(C=C(C=C1)C1=NC=CN=C1)C ((4-Bromo-3-methylphenyl)pyrazine). Isolated yield 27.4%. RXN SMILES: C1(S([CH2:10][C:11](=O)[C:12]2[CH:17]=[CH:16][C:15]([Br:18])=[C:14]([CH3:19])[CH:13]=2)(=O)=O)C=CC=CC=1.FC(F)(F)C(O)=O.FC(F)(F)C(OC(=O)C(F)(F)F)=O.C(=O)([O-])O.[Na+].[CH2:46]([NH2:49])[CH2:47][NH2:48].[OH-].[K+]>ClCCl.O.C(O)C>[Br:18][C:15]1[CH:16]=[CH:17][C:12]([C:11]2[CH:10]=[N:49][CH:46]=[CH:47][N:48]=2)=[CH:13][C:14]=1[CH3:19] |f:3.4,6.7|. Procedure details: A stirred solution of (4-bromo-3-methylbenzoyl)methyl phenyl sulphone (D42, 1.5 g, 0.0044 mole) in dichloromethane (30 ml) at 0° C. under argon was treated with trifluoroacetic acid (0.70 ml, 0.005 mole) followed by trifluoroacetic anhydride (0.77 ml, 0.010 mole). After 30 minutes the solution was concentrated in vacuo, and the residue treated with a solution of sodium hydrogen carbonate (1.47 g, 0.017 mole) in water (30 ml), followed by ethanol (50 ml) and dichloromethane (50 ml). After 30 minu... Reactants: CC(=O)NC(CC(=O)c1cc(Cl)ccc1N)C(=O)O, O=C(n1ccnc1)n1ccnc1, NC(CO)c1ccccc1, CN(C)C=O. Product: CC(=O)NC(CC(=O)c1cc(Cl)ccc1N)C(=O)NC(CO)c1ccccc1. RXN SMILES: [C:1]([CH3:2])(=[O:3])[NH:4][CH:5]([C:6](=[O:7])[OH:8])[CH2:9][C:10](=[O:11])[c:12]1[c:13]([NH2:19])[cH:14][cH:15][c:16]([Cl:18])[cH:17]1.[C:20]([n:21]1[cH:22][cH:23][n:24][cH:25]1)([n:26]1[cH:27][cH:28][n:29][cH:30]1)=[O:31].[NH2:32][CH:33]([CH2:34][OH:35])[c:36]1[cH:37][cH:38][cH:39][cH:40][cH:41]1.[O:42]=[CH:43][N:44]([CH3:45])[CH3:46]>>[C:1]([CH3:2])(=[O:3])[NH:4][CH:5]([C:6](=[O:8])[NH:32][CH:33]([CH2:34][OH:35])[c:36]1[cH:37][cH:38][cH:39][cH:40][cH:41]1)[CH2:9][C:10](=[O:11])[c:12]1[c:13]([NH2:19])[cH:14][cH:15][c:16]([Cl:18])[cH:17]1.